This data is from the Open Reaction Database (ORD), a public repository of structured organic reaction records. The task is: describe an organic reaction: reactants, conditions, products, and yield The reactants are ClC1=NC=CC(=C1[N+](=O)[O-])Cl (2,4-dichloro-3-nitropyridine), [F-].[K+] (potassium fluoride), [Li].ClC1=C(SC=C1)C[C@@H](CC)NS(=O)(=O)C1=CC=C(C=C1)C ((R)-N-[1-[(3-chlorothien-2-yl)methyl]propyl]-4-methylbenzenesulfonamide lithium salt). The reagents and catalysts are [Br-].C(CCC)[N+](CCCC)(CCCC)CCCC (tetrabutylammonium bromide). The solvent is C1(=CC=CC=C1)C (toluene), CN1C(CCC1)=O (1-methyl-2-pyrrolidinone). Run at temperature 117.5 celsius, time 4.5 hour. Yields the product FC1=NC=CC(=C1[N+](=O)[O-])NS(=O)(=O)C1=CC=C(C=C1)C (N-(2-fluoro-3-nitropyrid-4-yl)-4-methylbenzenesulfonamide). Isolated yield 97.7%. As a reaction SMILES: Cl[C:2]1[C:7]([N+:8]([O-:10])=[O:9])=[C:6](Cl)[CH:5]=[CH:4][N:3]=1.[F-:12].[K+].[Li].ClC1C=CSC=1C[C@H]([NH:25][S:26]([C:29]1[CH:34]=[CH:33][C:32]([CH3:35])=[CH:31][CH:30]=1)(=[O:28])=[O:27])CC>[Br-].C([N+](CCCC)(CCCC)CCCC)CCC.C1(C)C=CC=CC=1.CN1CCCC1=O>[F:12][C:2]1[C:7]([N+:8]([O-:10])=[O:9])=[C:6]([NH:25][S:26]([C:29]2[CH:34]=[CH:33][C:32]([CH3:35])=[CH:31][CH:30]=2)(=[O:28])=[O:27])[CH:5]=[CH:4][N:3]=1 |f:1.2,3.4,5.6,^1:13|. Reported procedure: A mixture of 100 g (0.52 mol, 1 eq.) of 2,4-dichloro-3-nitropyridine, 105 g (1.81 mol, 3.48 eq.) of potassium fluoride and 11.73 g (0.036 mol, 0.07 eq.) of tetrabutylammonium bromide (TBAB) in 500 ml of toluene and 330 ml of 1-methyl-2-pyrrolidinone is heated with stirring in a first reaction vessel at 115-120 ° C. for 4.5 hours. The reaction mixture is cooled to 20° C. and filtered into a second reaction vessel using 170 ml of 1-methylpyrrolidinone to transfer the batch. 160 g (0.456 mol. 0.88 ... Starting materials: Brc1cccc(Oc2ccccc2)c1, CC(C)(C)OC(=O)N1CCCC1=O, C1CCOC1, [Li]CCCC. Yields the product c1ccc(Oc2cccc(C3=NCCC3)c2)cc1. As a reaction SMILES: [Br:1][c:2]1[cH:3][c:4]([O:8][c:9]2[cH:10][cH:11][cH:12][cH:13][cH:14]2)[cH:5][cH:6][cH:7]1.[C:20]([O:21][C:22](=[O:24])[N:27]1[C:28](=[O:23])[CH2:29][CH2:30][CH2:31]1)([CH3:25])([CH3:26])[CH3:32].[CH2:33]1[O:34][CH2:35][CH2:36][CH2:37]1.[CH3:15][CH2:16][CH2:17][CH2:18][Li:19]>>[c:2]1([C:28]2=[N:27][CH2:31][CH2:30][CH2:29]2)[cH:3][c:4]([O:8][c:9]2[cH:10][cH:11][cH:12][cH:13][cH:14]2)[cH:5][cH:6][cH:7]1.